Dataset: the Open Reaction Database (ORD), a public repository of structured organic reaction records. Task: describe an organic reaction: reactants, conditions, products, and yield The reactants are O (water), O (water), FC(C1=CC=C(C=C1)CC(=O)O)(F)F (4-trifluoromethylphenylacetic acid), C([O-])([O-])=O.[K+].[K+] (potassium carbonate), B (borane). Run in O1CCCC1 (tetrahydrofuran), O1CCCC1 (tetrahydrofuran), O1CCCC1 (tetrahydrofuran). Run at time 2.75 hour. Product: FC(C1=CC=C(C=C1)CCO)(F)F (2-(4-trifluoromethylphenyl)-ethanol). Isolated yield 80.1%. Reaction SMILES: [F:1][C:2]([F:14])([F:13])[C:3]1[CH:8]=[CH:7][C:6]([CH2:9][C:10](O)=[O:11])=[CH:5][CH:4]=1.B.O.C(=O)([O-])[O-].[K+].[K+]>O1CCCC1>[F:1][C:2]([F:13])([F:14])[C:3]1[CH:4]=[CH:5][C:6]([CH2:9][CH2:10][OH:11])=[CH:7][CH:8]=1 |f:3.4.5|. Procedure details: A solution of 4-trifluoromethylphenylacetic acid (784 mg, 3.84 mmol) in tetrahydrofuran (3 mL) was cooled to 0° C. and treated dropwise with a solution of borane in tetrahydrofuran (1.0 M, 5.4 mL, 5.4 mmol). The mixture was stirred at room temperature for 2.75 hours, then was treated slowly with 50% water in tetrahydrofuran (2 mL), followed by water (2 mL). The mixture was stirred for 5 minutes, and solid potassium carbonate was added to saturate the aqueous phase. The layers were separated and ... The reactants are FC1=C(OC2=CC(=NC=N2)NC(=O)N2CCCC2)C=CC(=C1)[N+](=O)[O-] (Pyrrolidine-1-carboxylic acid [6-(2-fluoro-4-nitrophenoxy)pyrimidin-4-yl]amide), C(C)(=O)OCC.O1CCCC1 (ethyl acetate tetrahydrofuran), [Cl-].[NH4+] (ammonium chloride). Reagents/catalysts: [Fe] (iron). The solvent is C(C)O (ethanol), O (water). The product is NC1=CC(=C(OC2=CC(=NC=N2)NC(=O)N2CCCC2)C=C1)F (Pyrrolidine-1-carboxylic acid [6-(4-amino-2-fluorophenoxy)pyrimidin-4-yl]amide). Isolated yield 88.8%. RXN SMILES: [F:1][C:2]1[CH:22]=[C:21]([N+:23]([O-])=O)[CH:20]=[CH:19][C:3]=1[O:4][C:5]1[N:10]=[CH:9][N:8]=[C:7]([NH:11][C:12]([N:14]2[CH2:18][CH2:17][CH2:16][CH2:15]2)=[O:13])[CH:6]=1.[Cl-].[NH4+].C(OCC)(=O)C.O1CCCC1>C(O)C.O.[Fe]>[NH2:23][C:21]1[CH:20]=[CH:19][C:3]([O:4][C:5]2[N:10]=[CH:9][N:8]=[C:7]([NH:11][C:12]([N:14]3[CH2:18][CH2:17][CH2:16][CH2:15]3)=[O:13])[CH:6]=2)=[C:2]([F:1])[CH:22]=1 |f:1.2,3.4|. Procedure: Pyrrolidine-1-carboxylic acid [6-(2-fluoro-4-nitrophenoxy)pyrimidin-4-yl]amide (610 mg) was dissolved in ethanol (15 ml)-water (3 ml), and then electrolytic iron powder (610 mg) and ammonium chloride (1.20 g) were added thereto, followed by heating under reflux for 30 min. The reaction mixture was cooled down to room temperature, and ethyl acetate-tetrahydrofuran (1:1) was then added thereto, followed by stirring. The mixture was filtered through celite to remove an insoluble portion, which was ... The reactants are CCOC(=O)c1nc(C)sc1Nc1cccnc1, CO, [K+], [OH-], O. Yields the product Cc1nc(C(=O)O)c(Nc2cccnc2)s1. RXN SMILES: [CH2:1]([CH3:2])[O:3][C:4](=[O:5])[c:6]1[n:7][c:8]([CH3:18])[s:9][c:10]1[NH:11][c:12]1[cH:13][n:14][cH:15][cH:16][cH:17]1.[CH3:21][OH:22].[K+:20].[OH-:19].[OH2:23]>>[O:3]=[C:4]([OH:5])[c:6]1[n:7][c:8]([CH3:18])[s:9][c:10]1[NH:11][c:12]1[cH:13][n:14][cH:15][cH:16][cH:17]1. Reactants: CCCCCC, CCOC(C)=O, CCO, COC(=O)c1ccc([N+](=O)[O-])c(OCCO)c1, O=[Pt]. The product is COC(=O)c1ccc(N)c(OCCO)c1. As a reaction SMILES: [CH3:18][CH2:19][CH2:20][CH2:21][CH2:22][CH3:23].[CH3:24][CH2:25][O:26][C:27](=[O:28])[CH3:29].[CH3:30][CH2:31][OH:32].[OH:1][CH2:2][CH2:3][O:4][c:5]1[cH:6][c:7]([C:8](=[O:9])[O:10][CH3:11])[cH:12][cH:13][c:14]1[N+:15]([O-:16])=[O:17].[Pt:33]=[O:34]>>[OH:1][CH2:2][CH2:3][O:4][c:5]1[cH:6][c:7]([C:8](=[O:9])[O:10][CH3:11])[cH:12][cH:13][c:14]1[NH2:15]. Product: CC=1C=C(C=CC1)C=CCO (3-(3-methylphenyl)-2-propene-1-ol). The reactants are CC=1C=C(C=CC1)C=CC(=O)O (3-(3-Methylphenyl)acrylic acid), S(O)(O)(=O)=O (sulfuric acid). Procedure: 3-(3-Methylphenyl)acrylic acid (3.0 g) was dissolved in methanol (30 ml), concentrated sulfuric acid (0.5 ml) was added, and the mixture was stirred at 100° C. for 2.5 hr. The reaction mixture was concentrated, and the residue was washed with water. The obtained colorless oil was dissolved in tetrahydrofuran (60 ml), 1M diisobutylaluminum hydride/toluene solution (38 ml) was added dropwise at −78° C., and the mixture was stirred as it was at −78° C. for 2 hr. Saturated Rochelle salt water, water... Solvent: CO (methanol). Isolated yield 89.4%. Conditions: temperature 100 celsius, time 2.5 hour. As a reaction SMILES: [CH3:1][C:2]1[CH:3]=[C:4]([CH:8]=[CH:9][C:10](O)=[O:11])[CH:5]=[CH:6][CH:7]=1.S(=O)(=O)(O)O>CO>[CH3:1][C:2]1[CH:3]=[C:4]([CH:8]=[CH:9][CH2:10][OH:11])[CH:5]=[CH:6][CH:7]=1.